Dataset: the Open Reaction Database (ORD), a public repository of structured organic reaction records. Task: describe an organic reaction: reactants, conditions, products, and yield Reactants: C1CCOC1, CCOC(C)=O, [H][H], CCCCCCCCCCCCCCCCCCOc1cc(OCCCOc2ccccc2)cc(C(=O)OCc2ccccc2)c1. Yields the product CCCCCCCCCCCCCCCCCCOc1cc(OCCCOc2ccccc2)cc(C(=O)O)c1. Reaction SMILES: [CH2:49]1[O:50][CH2:51][CH2:52][CH2:53]1.[CH3:54][CH2:55][O:56][C:57](=[O:58])[CH3:59].[H:47][H:48].[c:1]1([CH2:2][O:8][C:9]([c:10]2[cH:11][c:12]([O:27][CH2:28][CH2:29][CH2:30][CH2:31][CH2:32][CH2:33][CH2:34][CH2:35][CH2:36][CH2:37][CH2:38][CH2:39][CH2:40][CH2:41][CH2:42][CH2:43][CH2:44][CH3:45])[cH:13][c:14]([O:16][CH2:17][CH2:18][CH2:19][O:20][c:21]3[cH:22][cH:23][cH:24][cH:25][cH:26]3)[cH:15]2)=[O:46])[cH:3][cH:4][cH:5][cH:6][cH:7]1>>[O:8]=[C:9]([c:10]1[cH:11][c:12]([O:27][CH2:28][CH2:29][CH2:30][CH2:31][CH2:32][CH2:33][CH2:34][CH2:35][CH2:36][CH2:37][CH2:38][CH2:39][CH2:40][CH2:41][CH2:42][CH2:43][CH2:44][CH3:45])[cH:13][c:14]([O:16][CH2:17][CH2:18][CH2:19][O:20][c:21]2[cH:22][cH:23][cH:24][cH:25][cH:26]2)[cH:15]1)[OH:46]. Procedure details: To a solution of 11.8 g. of 1-[(benzyloxy)methyl]imidazole in 100 ml. of anhydrous tetrahydrofuran and 50 ml. of anhydrous diethyl ether a solution of 38 ml. of a 20% butyllithium suspension in hexane dissolved in 75 ml. of anhydrous diethyl ether was added drop-wise with stirring at room temperature. Thereafter a solution of 14.6 g. of 4-chlorobenzophenone in 100 ml. of anhydrous tetrahydrofuran and 50 ml. of anhydrous diethyl ether was added drop-wise at room temperature. The mixture was kept ... Reaction SMILES: [CH2:1]([O:8][CH2:9][N:10]1[CH:14]=[CH:13][N:12]=[CH:11]1)[C:2]1[CH:7]=[CH:6][CH:5]=[CH:4][CH:3]=1.C([Li])CCC.[Cl:20][C:21]1[CH:34]=[CH:33][C:24]([C:25]([C:27]2[CH:32]=[CH:31][CH:30]=[CH:29][CH:28]=2)=[O:26])=[CH:23][CH:22]=1>CCCCCC.C(OCC)C.O1CCCC1>[CH2:1]([O:8][CH2:9][N:10]1[CH:14]=[CH:13][N:12]=[C:11]1[C:25]([C:24]1[CH:23]=[CH:22][C:21]([Cl:20])=[CH:34][CH:33]=1)([C:27]1[CH:28]=[CH:29][CH:30]=[CH:31][CH:32]=1)[OH:26])[C:2]1[CH:3]=[CH:4][CH:5]=[CH:6][CH:7]=1. The solvent is C(C)OCC (diethyl ether), CCCCCC (hexane), C(C)OCC (diethyl ether), O1CCCC1 (tetrahydrofuran), C(C)OCC (diethyl ether), O1CCCC1 (tetrahydrofuran). The product is C(C1=CC=CC=C1)OCN1C(=NC=C1)C(O)(C1=CC=CC=C1)C1=CC=C(C=C1)Cl (1-[(benzyloxy)methyl]-α-(p-chlorophenyl)-α-phenylimidazole-2-methanol). Reaction conditions: time 3 hour. Reactants: C(C1=CC=CC=C1)OCN1C=NC=C1 (1-[(benzyloxy)methyl]imidazole), C(CCC)[Li] (butyllithium), ClC1=CC=C(C(=O)C2=CC=CC=C2)C=C1 (4-chlorobenzophenone). Run at temperature 150 celsius. Reactants: ClC=1C(=C2C(=NC1)N(C(=C2)I)S(=O)(=O)C2=CC=C(C)C=C2)C2=CN=C(S2)C2(CCC2)OCOC (5-(5-chloro-2-iodo-1-tosyl-1H-pyrrolo[2,3-b]pyridin-4-yl)-2-(1-(methoxymethoxy)cyclobutyl)thiazole), CN1C(CCC1)=O (1-methyl-2-pyrrolidinone), C([O-])(O)=O.[Na+] (sodium bicarbonate). Reported procedure: A nitrogen-sparged solution of Example 1F (0.2 g, 0.318 mmol) in 1-methyl-2-pyrrolidinone (4.5 mL) was treated with zinc cyanide (0.039 g, 0.333 mmol) and tetrakis(triphenylphosphine)palladium (0.022 g, 0.019 mmol). The reaction was heated at 150° C. for 20 minutes in a Biotage Initiator microwave reactor. The reaction was cooled to ambient temperature, treated with saturated aqueous sodium bicarbonate, and extracted with ethyl acetate. The organic layer was washed with water and brine, dried ov... Reaction SMILES: [Cl:1][C:2]1[C:3]([C:22]2[S:26][C:25]([C:27]3([O:31][CH2:32][O:33][CH3:34])[CH2:30][CH2:29][CH2:28]3)=[N:24][CH:23]=2)=[C:4]2[CH:10]=[C:9](I)[N:8]([S:12]([C:15]3[CH:21]=[CH:20][C:18]([CH3:19])=[CH:17][CH:16]=3)(=[O:14])=[O:13])[C:5]2=[N:6][CH:7]=1.C(=O)(O)[O-].[Na+].[CH3:40][N:41]1CCCC1=O>[C-]#N.[Zn+2].[C-]#N.C1C=CC([P]([Pd]([P](C2C=CC=CC=2)(C2C=CC=CC=2)C2C=CC=CC=2)([P](C2C=CC=CC=2)(C2C=CC=CC=2)C2C=CC=CC=2)[P](C2C=CC=CC=2)(C2C=CC=CC=2)C2C=CC=CC=2)(C2C=CC=CC=2)C2C=CC=CC=2)=CC=1>[Cl:1][C:2]1[C:3]([C:22]2[S:26][C:25]([C:27]3([O:31][CH2:32][O:33][CH3:34])[CH2:30][CH2:29][CH2:28]3)=[N:24][CH:23]=2)=[C:4]2[CH:10]=[C:9]([C:40]#[N:41])[N:8]([S:12]([C:15]3[CH:21]=[CH:20][C:18]([CH3:19])=[CH:17][CH:16]=3)(=[O:14])=[O:13])[C:5]2=[N:6][CH:7]=1 |f:1.2,4.5.6,^1:55,57,76,95|. Yields the product ClC=1C(=C2C(=NC1)N(C(=C2)C#N)S(=O)(=O)C2=CC=C(C)C=C2)C2=CN=C(S2)C2(CCC2)OCOC (5-chloro-4-(2-(1-(methoxymethoxy)cyclobutyl)thiazol-5-yl)-1-tosyl-1H-pyrrolo[2,3-b]pyridine-2-carbonitrile). The reagents and catalysts are [C-]#N.[Zn+2].[C-]#N (zinc cyanide), C=1C=CC(=CC1)[P](C=2C=CC=CC2)(C=3C=CC=CC3)[Pd]([P](C=4C=CC=CC4)(C=5C=CC=CC5)C=6C=CC=CC6)([P](C=7C=CC=CC7)(C=8C=CC=CC8)C=9C=CC=CC9)[P](C=1C=CC=CC1)(C=1C=CC=CC1)C=1C=CC=CC1 (tetrakis(triphenylphosphine)palladium). Starting materials: NC=1C(=C(C=CC1)C=1N=C(SC1C1=NC(=NC=C1)N)C1CCOCC1)F (4-[4-(3-amino-2-fluorophenyl)-2-(tetrahydro-2H-pyran-4-yl)-1,3-thiazol-5-yl]-2-pyrimidinamine), N1=C(C=NC=C1)S(=O)[O-].[Na+] (sodium 2-pyrazinesulfinate). Product: NC1=NC=CC(=N1)C1=C(N=C(S1)C1CCOCC1)C=1C(=C(C=CC1)NS(=O)(=O)C1=NC=CN=C1)F (N-{3-[5-(2-amino-4-pyrimidinyl)-2-(tetrahydro-2H-pyran-4-yl)-1,3-thiazol-4-yl]-2-fluorophenyl}-2-pyrazinesulfonamide), solid. Isolated yield 21.0%. Reaction SMILES: [NH2:1][C:2]1[C:3]([F:26])=[C:4]([C:8]2[N:9]=[C:10]([CH:20]3[CH2:25][CH2:24][O:23][CH2:22][CH2:21]3)[S:11][C:12]=2[C:13]2[CH:18]=[CH:17][N:16]=[C:15]([NH2:19])[N:14]=2)[CH:5]=[CH:6][CH:7]=1.[N:27]1[CH:32]=[CH:31][N:30]=[CH:29][C:28]=1[S:33]([O-:35])=[O:34].[Na+]>>[NH2:19][C:15]1[N:14]=[C:13]([C:12]2[S:11][C:10]([CH:20]3[CH2:21][CH2:22][O:23][CH2:24][CH2:25]3)=[N:9][C:8]=2[C:4]2[C:3]([F:26])=[C:2]([NH:1][S:33]([C:28]3[CH:29]=[N:30][CH:31]=[CH:32][N:27]=3)(=[O:35])=[O:34])[CH:7]=[CH:6][CH:5]=2)[CH:18]=[CH:17][N:16]=1 |f:1.2|. Procedure: Following a procedure analogous to the procedure described in Example 278 using 4-[4-(3-amino-2-fluorophenyl)-2-(tetrahydro-2H-pyran-4-yl)-1,3-thiazol-5-yl]-2-pyrimidinamine (100 mg, 0.269 mmol) and sodium 2-pyrazinesulfinate (135 mg, 0.808 mmol), the title compound was obtained as a yellow solid (30 mg, 21% yield). MS (ESI): 514 [M−H]+. The reactants are CC(C)(O)CNc1c([N+](=O)[O-])cnc2ccccc12, CCO, Cc1ccccc1. The product is CC(C)(O)CNc1c(N)cnc2ccccc12. RXN SMILES: [CH3:1][C:2]([CH2:3][NH:4][c:5]1[c:6]([N+:15]([O-:16])=[O:17])[cH:7][n:8][c:9]2[cH:10][cH:11][cH:12][cH:13][c:14]12)([CH3:18])[OH:19].[CH3:20][CH2:21][OH:22].[CH3:23][c:24]1[cH:25][cH:26][cH:27][cH:28][cH:29]1>>[CH3:1][C:2]([CH2:3][NH:4][c:5]1[c:6]([NH2:15])[cH:7][n:8][c:9]2[cH:10][cH:11][cH:12][cH:13][c:14]12)([CH3:18])[OH:19]. The reactants are ClC=1C(=CN=NC1)N (5-chloropyridazin-4-amine), FC1(CN(CC1)CC1CCNCC1)F (4-[(3,3-difluoropyrrolidin-1-yl)methyl]piperidine). Solvent: CN1CCCC1=O (NMP). Conditions: temperature 170 celsius. Yields the product FC1(CN(CC1)CC1CCN(CC1)C=1C(=CN=NC1)N)F (5-(4-((3,3-difluoropyrrolidin-1-yl)methyl)piperidin-1-yl)pyridazin-4-amine). The yield is 23.5%. As a reaction SMILES: Cl[C:2]1[C:3]([NH2:8])=[CH:4][N:5]=[N:6][CH:7]=1.[F:9][C:10]1([F:22])[CH2:14][CH2:13][N:12]([CH2:15][CH:16]2[CH2:21][CH2:20][NH:19][CH2:18][CH2:17]2)[CH2:11]1>CN1C(=O)CCC1>[F:22][C:10]1([F:9])[CH2:14][CH2:13][N:12]([CH2:15][CH:16]2[CH2:21][CH2:20][N:19]([C:2]3[C:3]([NH2:8])=[CH:4][N:5]=[N:6][CH:7]=3)[CH2:18][CH2:17]2)[CH2:11]1. Procedure: A mixture of 5-chloropyridazin-4-amine (50 mg, 0.3860 mmol), 4-[(3,3-difluoropyrrolidin-1-yl)methyl]piperidine (197.1 mg, 0.9650 mmol) in NMP (10 mL) were heated under microwave conditions at 170° C. for 7 hours. The reaction was passed through a 10 g SCX-2 cartridge and washed with MeOH/DCM mixtures. The product was eluted by washing the cartridge with 2M NH3 in MeOH/DCM mixtures. The solvent was removed in vacuo and the residue was purified by column chromatography (ISCO Companion, 12 g column...